This data is from the Open Reaction Database (ORD), a public repository of structured organic reaction records. The task is: describe an organic reaction: reactants, conditions, products, and yield RXN SMILES: [CH3:28][CH2:29][OH:30].[ClH:1].[NH2:2][n:3]1[c:4]([CH2:8][CH2:9][CH3:10])[n:5][cH:6][cH:7]1.[OH:11][c:12]1[c:13]([C:24]([CH3:25])([CH3:26])[CH3:27])[cH:14][c:15]([CH:16]=[O:17])[cH:18][c:19]1[C:20]([CH3:21])([CH3:22])[CH3:23]>>[N:2]([n:3]1[c:4]([CH2:8][CH2:9][CH3:10])[n:5][cH:6][cH:7]1)=[CH:16][c:15]1[cH:14][c:13]([C:24]([CH3:25])([CH3:26])[CH3:27])[c:12]([OH:11])[c:19]([C:20]([CH3:21])([CH3:22])[CH3:23])[cH:18]1. The reactants are CCO, Cl, CCCc1nccn1N, CC(C)(C)c1cc(C=O)cc(C(C)(C)C)c1O. Product: CCCc1nccn1N=Cc1cc(C(C)(C)C)c(O)c(C(C)(C)C)c1. Starting materials: C([O-])(O)=O.[Na+] (sodium bicarbonate), NC1=NC=CC(=N1)C=1C(=NC=CC1)OC1=CC=C(C=C1)NC1=NN=C(C2=CC=CC=C12)C1=CC=C(C=O)C=C1 (4-(4-(4-(3-(2-aminopyrimidin-4-yl)pyridin-2-yloxy)phenylamino)phthalazin-1-yl)benzaldehyde), N1CCCC1 (pyrrolidine), C(C)(=O)O[BH-](OC(C)=O)OC(C)=O.[Na+] (sodium triacetoxyborohydride). The solvent is CC(=O)O (HOAc), CO (MeOH). Conditions: time 2 hour. The product is NC1=NC=CC(=N1)C=1C(=NC=CC1)OC1=CC=C(C=C1)NC1=NN=C(C2=CC=CC=C12)C1=CC=C(C=C1)CN1CCCC1 (N-(4-(3-(2-aminopyrimidin-4-yl)pyridin-2-yloxy)phenyl)4-(4-(pyrrolidin-1-ylmethyl)phenyl)phthalazin-1-amine). As a reaction SMILES: [NH2:1][C:2]1[N:7]=[C:6]([C:8]2[C:9]([O:14][C:15]3[CH:20]=[CH:19][C:18]([NH:21][C:22]4[C:31]5[C:26](=[CH:27][CH:28]=[CH:29][CH:30]=5)[C:25]([C:32]5[CH:39]=[CH:38][C:35]([CH:36]=O)=[CH:34][CH:33]=5)=[N:24][N:23]=4)=[CH:17][CH:16]=3)=[N:10][CH:11]=[CH:12][CH:13]=2)[CH:5]=[CH:4][N:3]=1.[NH:40]1[CH2:44][CH2:43][CH2:42][CH2:41]1.C(O[BH-](OC(=O)C)OC(=O)C)(=O)C.[Na+].C(=O)(O)[O-].[Na+]>CC(O)=O.CO>[NH2:1][C:2]1[N:7]=[C:6]([C:8]2[C:9]([O:14][C:15]3[CH:20]=[CH:19][C:18]([NH:21][C:22]4[C:31]5[C:26](=[CH:27][CH:28]=[CH:29][CH:30]=5)[C:25]([C:32]5[CH:33]=[CH:34][C:35]([CH2:36][N:40]6[CH2:44][CH2:43][CH2:42][CH2:41]6)=[CH:38][CH:39]=5)=[N:24][N:23]=4)=[CH:17][CH:16]=3)=[N:10][CH:11]=[CH:12][CH:13]=2)[CH:5]=[CH:4][N:3]=1 |f:2.3,4.5|. Procedure details: A 25 mL RBF under nitrogen was charged with 4-(4-(4-(3-(2-aminopyrimidin-4-yl)pyridin-2-yloxy)phenylamino)phthalazin-1-yl)benzaldehyde (90 mg, 0.18 mmol), pyrrolidine (125 mg, 1.8 mmol) and MeOH (3.5 mL, 0.05 M). HOAc was added (0.02 mL, 0.36 mmol) and the reaction mixture was stirred at RT for 2 hrs. The reaction mixture was cooled to 0° C. and sodium triacetoxyborohydride (186 mg, 0.90 mmol) was added portionwise. The mixture was stirred at RT overnight, then cooled to 0° C. and basified with ... The reactants are ClC1=CC=C(C=C1)C1(N=C(N(C1(C)C1=CC=C(C=C1)Cl)C(=O)Cl)C1=C(C=C(C=C1)S(=O)(=O)C)OCC)C (rac-(4S*,5R*)-4,5-bis-(4-chloro-phenyl)-2-(2-ethoxy-4-methanesulfonyl-phenyl)-4,5-dimethyl-4,5-dihydro-imidazole-1-carbonyl chloride), Cl.Cl.CS(=O)(=O)CCCN1CCNCC1 (1-(3-methanesulfonyl-propyl)-piperazine dihydrochloride). Yields the product ClC1=CC=C(C=C1)[C@@]1(N=C(N([C@]1(C)C1=CC=C(C=C1)Cl)C(=O)N1CCN(CC1)CCCS(=O)(=O)C)C1=C(C=C(C=C1)S(=O)(=O)C)OCC)C ([(4S,5R)-4,5-Bis-(4-chloro-phenyl)-2-(2-ethoxy-4-methanesulfonyl-phenyl)-4,5-dimethyl-4,5-dihydro-imidazol-1-yl]-[4-(3-methanesulfonyl-propyl)-piperazin-1-yl]-methanone). As a reaction SMILES: [Cl:1][C:2]1[CH:7]=[CH:6][C:5]([C:8]2([CH3:37])[C:12]([C:14]3[CH:19]=[CH:18][C:17]([Cl:20])=[CH:16][CH:15]=3)([CH3:13])[N:11]([C:21](Cl)=[O:22])[C:10]([C:24]3[CH:29]=[CH:28][C:27]([S:30]([CH3:33])(=[O:32])=[O:31])=[CH:26][C:25]=3[O:34][CH2:35][CH3:36])=[N:9]2)=[CH:4][CH:3]=1.Cl.Cl.[CH3:40][S:41]([CH2:44][CH2:45][CH2:46][N:47]1[CH2:52][CH2:51][NH:50][CH2:49][CH2:48]1)(=[O:43])=[O:42]>>[Cl:1][C:2]1[CH:7]=[CH:6][C:5]([C@@:8]2([CH3:37])[C@:12]([C:14]3[CH:15]=[CH:16][C:17]([Cl:20])=[CH:18][CH:19]=3)([CH3:13])[N:11]([C:21]([N:50]3[CH2:51][CH2:52][N:47]([CH2:46][CH2:45][CH2:44][S:41]([CH3:40])(=[O:42])=[O:43])[CH2:48][CH2:49]3)=[O:22])[C:10]([C:24]3[CH:29]=[CH:28][C:27]([S:30]([CH3:33])(=[O:31])=[O:32])=[CH:26][C:25]=3[O:34][CH2:35][CH3:36])=[N:9]2)=[CH:4][CH:3]=1 |f:1.2.3|. Reported procedure: In a manner analogous to the method described in example 5, rac-(4S*,5R*)-4,5-bis-(4-chloro-phenyl)-2-(2-ethoxy-4-methanesulfonyl-phenyl)-4,5-dimethyl-4,5-dihydro-imidazole-1-carbonyl chloride was reacted with 1-(3-methanesulfonyl-propyl)-piperazine dihydrochloride (prepared as described in Fotouhi, N. et al. WO 2005110996) to give the title compound as a racemic mixture. The enantiomers were separated by supercritical fluid chromatography (Berger Instrument Multi-Gram II, Daicel ChiralPak OD-H ... The reactants are C(C)OC([C@H](CC1=CC=C(C=C1)OC\C=C(/C)\C1=CC=C(C=C1)C1=CC=C(C=C1)\C(=C\COC1=CC=C(C=C1)C[C@@H](C(=O)OCC)OCC)\C)OCC)=O ((E)(E)(S)(S) 2-ethoxy-3-{4-[3-(4′-{3-[4-(2-ethoxy-2-ethoxycarbonyl-ethyl)-phenoxy]-1-methyl-propenyl}-biphenyl-4-yl)-but-2-enyloxy]-phenyl}-propionic acid ethyl ester), [OH-].[Na+] (sodium hydroxide). Run in O (water), C(C)(=O)OCC (ethyl acetate), C(C)O (ethanol). Conditions: time 18 hour. The product is C(=O)(O)[C@H](CC1=CC=C(OC/C=C(\C)/C2=CC=C(C=C2)C2=CC=C(C=C2)/C(=C/COC2=CC=C(C=C2)C[C@@H](C(=O)O)OCC)/C)C=C1)OCC ((E)(E)(S)(S) 3-{4-[3-(4′-{3-[4-(2-Carboxy-2-ethoxy-ethyl)-phenoxy]-1-methyl-propenyl}-biphenyl-4-yl)-but-2-enyloxy]-phenyl}-2-ethoxy-propionic acid). The yield is 53.0%. As a reaction SMILES: C([O:3][C:4](=[O:54])[C@@H:5]([O:51][CH2:52][CH3:53])[CH2:6][C:7]1[CH:12]=[CH:11][C:10]([O:13][CH2:14]/[CH:15]=[C:16](/[C:18]2[CH:23]=[CH:22][C:21]([C:24]3[CH:29]=[CH:28][C:27](/[C:30](/[CH3:50])=[CH:31]/[CH2:32][O:33][C:34]4[CH:39]=[CH:38][C:37]([CH2:40][C@H:41]([O:47][CH2:48][CH3:49])[C:42]([O:44]CC)=[O:43])=[CH:36][CH:35]=4)=[CH:26][CH:25]=3)=[CH:20][CH:19]=2)\[CH3:17])=[CH:9][CH:8]=1)C.[OH-].[Na+]>C(O)C.O.C(OCC)(=O)C>[C:42]([C@@H:41]([O:47][CH2:48][CH3:49])[CH2:40][C:37]1[CH:36]=[CH:35][C:34]([O:33][CH2:32]/[CH:31]=[C:30](/[C:27]2[CH:28]=[CH:29][C:24]([C:21]3[CH:22]=[CH:23][C:18](/[C:16](/[CH3:17])=[CH:15]/[CH2:14][O:13][C:10]4[CH:9]=[CH:8][C:7]([CH2:6][C@H:5]([O:51][CH2:52][CH3:53])[C:4]([OH:54])=[O:3])=[CH:12][CH:11]=4)=[CH:19][CH:20]=3)=[CH:25][CH:26]=2)\[CH3:50])=[CH:39][CH:38]=1)([OH:44])=[O:43] |f:1.2|. Reported procedure: To a solution of (E)(E)(S)(S) 2-ethoxy-3-{4-[3-(4′-{3-[4-(2-ethoxy-2-ethoxycarbonyl-ethyl)-phenoxy]-1-methyl-propenyl}-biphenyl-4-yl)-but-2-enyloxy]-phenyl}-propionic acid ethyl ester (example 11) (367 mg 0.5 mmol) in ethanol (10 mL) was added 1N sodium hydroxide (2 mL). The reaction mixture was stirred at room temperature for 18 h, and at 60° C. 1 h. The resulting mixture was diluted with water and ethyl acetate, the aqueous layer collected and further extracted with ethyl acetate (3×). The org... Reactants: OC1CCCCC(NC2=C1C=CC=C2)=O (7-hydroxy-1,3,4,5,6,7-hexahydro-1-benzazonin-2-one), C(C)(=O)OC(C)=O (acetic anhydride). Yields the product C(C)(=O)OC1CCCCC(NC2=C1C=CC=C2)=O (7-acetoxy-1,3,4,5,6,7-hexahydro-1-benzazonin-2-one). RXN SMILES: [OH:1][CH:2]1[C:10]2[CH:11]=[CH:12][CH:13]=[CH:14][C:9]=2[NH:8][C:7](=[O:15])[CH2:6][CH2:5][CH2:4][CH2:3]1.[C:16](OC(=O)C)(=[O:18])[CH3:17]>>[C:16]([O:1][CH:2]1[C:10]2[CH:11]=[CH:12][CH:13]=[CH:14][C:9]=2[NH:8][C:7](=[O:15])[CH2:6][CH2:5][CH2:4][CH2:3]1)(=[O:18])[CH3:17]. Procedure: A solution of 7-hydroxy-1,3,4,5,6,7-hexahydro-1-benzazonin-2-one (9.2 g) in acetic anhydride (200 ml) is maintainwed at 80° for 3 hours. The reaction mixture is cooled to room temperature and the solvents removed under reduced pressure. Ether (300 ml) is added, and the resulting solution washed with water (150 ml) and dried over magnesium sulfate. The solvent is removed under reduced pressure to give 7-acetoxy-1,3,4,5,6,7-hexahydro-1-benzazonin-2-one. Starting materials: C1(=CC=CC=C1)P(C1=CC=CC=C1)C1=CC=CC=C1 (triphenylphosphine), C1(CCCCCCC1)/C=C(/C(=O)O)\C1=CC=C(C=C1)S(=O)(=O)C ((E)-3-cyclooctyl-2-(4-(methanesulfonyl)-phenyl)-acrylic acid), NC=1SC=CN1 (2-aminothiazole), BrN1C(CCC1=O)=O (N-bromosuccinimide). Run in C(Cl)Cl (methylene chloride), C(Cl)Cl (methylene chloride). Reaction conditions: temperature 0 celsius, time 30 minute. Product: hexanes ethyl acetate, C1(CCCCCCC1)/C=C(/C(=O)NC=1SC=CN1)\C1=CC=C(C=C1)S(=O)(=O)C ((E)-3-cyclooctyl-2-(4-methanesulfonyl-phenyl)-N-thiazol-2-yl-acrylamide). Yield: 72.9%. As a reaction SMILES: C1(P(C2C=CC=CC=2)C2C=CC=CC=2)C=CC=CC=1.BrN1C(=O)CCC1=O.[CH:28]1(/[CH:36]=[C:37](\[C:41]2[CH:46]=[CH:45][C:44]([S:47]([CH3:50])(=[O:49])=[O:48])=[CH:43][CH:42]=2)/[C:38](O)=[O:39])[CH2:35][CH2:34][CH2:33][CH2:32][CH2:31][CH2:30][CH2:29]1.[NH2:51][C:52]1[S:53][CH:54]=[CH:55][N:56]=1>C(Cl)Cl>[CH:28]1(/[CH:36]=[C:37](\[C:41]2[CH:46]=[CH:45][C:44]([S:47]([CH3:50])(=[O:48])=[O:49])=[CH:43][CH:42]=2)/[C:38]([NH:51][C:52]2[S:53][CH:54]=[CH:55][N:56]=2)=[O:39])[CH2:29][CH2:30][CH2:31][CH2:32][CH2:33][CH2:34][CH2:35]1. Reported procedure: A solution of triphenylphosphine (2.09 g, 8 mmol) in methylene chloride (25 mL) was cooled to 0° C. and then treated with N-bromosuccinimide (1.42 g, 8 mmol). The reaction mixture was stirred at 0° C. for 30 min and then treated with a solution of (E)-3-cyclooctyl-2-(4-(methanesulfonyl)-phenyl)-acrylic acid (1.345 g, 4 mmol) in methylene chloride (10 mL). The clear solution was stirred for 15 min at 0° C. and then allowed to warm to 25° C. where it was stirred for 1.5 h. The reaction mixture was...